From a dataset of the Open Reaction Database (ORD), a public repository of structured organic reaction records. describe an organic reaction: reactants, conditions, products, and yield Starting materials: CC(C#N)(O)C (Acetone cyanohydrin), [C-]#N.[K+] (potassium cyanide), C[C@@]12C(CC[C@H]1[C@@H]1CCC3=CC(CC[C@]3(C)[C@H]1CC2)=O)=O (androst-4-en-3,17-dione). Run in CO (methanol), O (water), O (water), O (water). Conditions: time 3 hour. The product is C(#N)[C@@]1([C@]2(C)[C@@H](CC1)[C@@H]1CCC3=CC(CC[C@]3(C)[C@H]1CC2)=O)O (17β-Cyano-17α-hydroxyandrost-4-en-3-one). RXN SMILES: CC(C)(O)[C:3]#[N:4].[C-]#N.[K+].[CH3:10][C@:11]12[CH2:28][CH2:27][C@H:26]3[C@@H:16]([CH2:17][CH2:18][C:19]4[C@:24]3([CH3:25])[CH2:23][CH2:22][C:21](=[O:29])[CH:20]=4)[C@@H:15]1[CH2:14][CH2:13][C:12]2=[O:30]>CO.O>[C:3]([C@@:12]1([OH:30])[CH2:13][CH2:14][C@H:15]2[C@H:16]3[C@H:26]([CH2:27][CH2:28][C@:11]12[CH3:10])[C@:24]1([CH3:25])[C:19](=[CH:20][C:21](=[O:29])[CH2:22][CH2:23]1)[CH2:18][CH2:17]3)#[N:4] |f:1.2|. Reported procedure: Acetone cyanohydrin (82 ml), potassium cyanide (1 gm) and water (2 ml) are added to a slurry of androst-4-en-3,17-dione (0.80 g) in methanol (400 ml) and water (40 ml) at 35°. The reaction becomes homogeneous and on continued stirring a heavy slurry develops. After 3 hours, 120 ml of water is added dropwise, and the slurry allowed to stir overnight at 20°-25°. The slurry is then cooled in an ice bath, filtered, and the solids washed with methanol/water (1/1). The solvents are dried under reduced... The reactants are C(C)(C)(C)OC(CN1C(=NC2=C1C=CC(=C2)N(S(=O)(=O)C2=CC=C(C=C2)F)CC2=CC(=CC=C2)Cl)CCC)=O ({5-[(3-Chloro-benzyl)-(4-fluoro-benzenesulfonyl)-amino]-2-propyl-benzoimidazol-1-yl}-acetic acid tert-butyl ester), C(=O)(C(F)(F)F)O (TFA). Product: ClC=1C=C(CN(C2=CC3=C(N(C(=N3)CCC)CC(=O)O)C=C2)S(=O)(=O)C2=CC=C(C=C2)F)C=CC1 ({5-[(3-Chloro-benzyl)-(4-fluoro-benzenesulfonyl)-amino]-2-propyl-benzoimidazol-1-yl}-acetic acid). RXN SMILES: C([O:5][C:6](=[O:39])[CH2:7][N:8]1[C:12]2[CH:13]=[CH:14][C:15]([N:17]([CH2:28][C:29]3[CH:34]=[CH:33][CH:32]=[C:31]([Cl:35])[CH:30]=3)[S:18]([C:21]3[CH:26]=[CH:25][C:24]([F:27])=[CH:23][CH:22]=3)(=[O:20])=[O:19])=[CH:16][C:11]=2[N:10]=[C:9]1[CH2:36][CH2:37][CH3:38])(C)(C)C.C(O)(C(F)(F)F)=O>>[Cl:35][C:31]1[CH:30]=[C:29]([CH:34]=[CH:33][CH:32]=1)[CH2:28][N:17]([S:18]([C:21]1[CH:22]=[CH:23][C:24]([F:27])=[CH:25][CH:26]=1)(=[O:19])=[O:20])[C:15]1[CH:14]=[CH:13][C:12]2[N:8]([CH2:7][C:6]([OH:39])=[O:5])[C:9]([CH2:36][CH2:37][CH3:38])=[N:10][C:11]=2[CH:16]=1. Reported procedure: {5-[(3-Chloro-benzyl)-(4-fluoro-benzenesulfonyl)-amino]-2-propyl-benzoimidazol-1-yl}-acetic acid tert-butyl ester was treated with TFA (2 mL) for 2 hours, concentrated, and purified by preparative LCMS to give the title compound. 1H NMR (d6-DMSO) δ7.72 (m, 2H), 7.46 (m, 2H), 7.23 (m, 4H), 7.16 (d, 1H), 7.10 (d, 1H), 6.76 (dd, 1H), 4.82 (s, 2H), 4.32 (s, 2H), 2.67 (t, 2H), 1.72 (m, 2H), 0.94 (t, 3H). MS calculated for C25H23FClN3O4S—H: 514, observed: 514. Starting materials: C1COCCO1, Cn1ccnc1C(=O)NNC(=O)OC(C)(C)C, Cl. The product is Cn1ccnc1C(=O)NN. Reaction SMILES: [CH2:19]1[O:20][CH2:21][CH2:22][O:23][CH2:24]1.[CH3:1][n:2]1[c:3]([C:7](=[O:8])[NH:9][NH:10][C:11]([O:12][C:13]([CH3:14])([CH3:15])[CH3:16])=[O:17])[n:4][cH:5][cH:6]1.[ClH:18]>>[CH3:1][n:2]1[c:3]([C:7](=[O:8])[NH:9][NH2:10])[n:4][cH:5][cH:6]1.